This data is from the Open Reaction Database (ORD), a public repository of structured organic reaction records. The task is: describe an organic reaction: reactants, conditions, products, and yield Reactants: ONC(C1=CC=C(C=C1)CCO)=N (N-hydroxy-4-(2-hydroxy-ethyl)-benzamidine), C(C)N(C=1C=C(C(=O)O)C=C(N1)C)CC (2-diethylamino-6-methyl-isonicotinic acid). The product is C(C)N(C1=NC(=CC(=C1)C1=NC(=NO1)C1=CC=C(C=C1)CCO)C)CC (2-{4-[5-(2-Diethylamino-6-methyl-pyridin-4-yl)-[1,2,4]oxadiazol-3-yl]-phenyl}-ethanol). Reaction SMILES: [OH:1][NH:2][C:3](=[NH:13])[C:4]1[CH:9]=[CH:8][C:7]([CH2:10][CH2:11][OH:12])=[CH:6][CH:5]=1.[CH2:14]([N:16]([CH2:27][CH3:28])[C:17]1[CH:18]=[C:19]([CH:23]=[C:24]([CH3:26])[N:25]=1)[C:20](O)=O)[CH3:15]>>[CH2:27]([N:16]([CH2:14][CH3:15])[C:17]1[CH:18]=[C:19]([C:20]2[O:1][N:2]=[C:3]([C:4]3[CH:5]=[CH:6][C:7]([CH2:10][CH2:11][OH:12])=[CH:8][CH:9]=3)[N:13]=2)[CH:23]=[C:24]([CH3:26])[N:25]=1)[CH3:28]. Procedure details: The title compound is prepared in analogy to Example 5 starting from N-hydroxy-4-(2-hydroxy-ethyl)-benzamidine and 2-diethylamino-6-methyl-isonicotinic acid; LC-MS: tR=1.07*min; [M+1]+=353.11; 1H NMR (CDCl3): δ 1.25 (t, J=6.8 Hz, 6H), 2.50 (s, 3H), 2.98 (t, J=6.3 Hz, 2H), 3.63 (q, J=7.0 Hz, 4H), 3.95 (q, J=6.0 Hz, 2H), 7.02 (s, 1H), 7.10 (s, 1H), 7.41 (d, J=7.5 Hz, 2H), 8.15 (d, J=7.5 Hz, 2H). Reactants: N#Cc1ccc(C(Cl)(c2ccccc2)c2ccccc2)cc1, NCC1OC(n2ccc(=O)[nH]c2=O)CC1O, c1ccncc1. Product: N#Cc1ccc(C(NCC2OC(n3ccc(=O)[nH]c3=O)CC2O)(c2ccccc2)c2ccccc2)cc1. As a reaction SMILES: [C:1](#[N:2])[c:3]1[cH:4][cH:5][c:6]([C:7]([c:8]2[cH:9][cH:10][cH:11][cH:12][cH:13]2)([c:14]2[cH:15][cH:16][cH:17][cH:18][cH:19]2)[Cl:20])[cH:21][cH:22]1.[NH2:23][CH2:24][CH:25]1[CH:26]([OH:38])[CH2:27][CH:28]([n:30]2[c:31](=[O:32])[nH:33][c:34](=[O:35])[cH:36][cH:37]2)[O:29]1.[cH:39]1[cH:40][cH:41][n:42][cH:43][cH:44]1>>[C:1](#[N:2])[c:3]1[cH:4][cH:5][c:6]([C:7]([c:8]2[cH:9][cH:10][cH:11][cH:12][cH:13]2)([c:14]2[cH:15][cH:16][cH:17][cH:18][cH:19]2)[NH:23][CH2:24][CH:25]2[CH:26]([OH:38])[CH2:27][CH:28]([n:30]3[c:31](=[O:32])[nH:33][c:34](=[O:35])[cH:36][cH:37]3)[O:29]2)[cH:21][cH:22]1. The reactants are C(C)NC(SC)=NC#N (1-ethyl-2-methyl-3-cyanoisothiourea), C1(CCC1)N (cyclobutylamine), C(C)N (ethylamine). Yields the product C1(CCC1)NC(SC)=NC#N (1-Cyclobutyl-2-methyl-3-cyanoisothiourea). Reaction SMILES: [CH2:1]([NH:3][C:4](=[N:7][C:8]#[N:9])[S:5][CH3:6])[CH3:2].[CH:10]1(N)CC[CH2:11]1.C(N)C>>[CH:1]1([NH:3][C:4](=[N:7][C:8]#[N:9])[S:5][CH3:6])[CH2:11][CH2:10][CH2:2]1. Procedure: 1-Cyclobutyl-2-methyl-3-cyanoisothiourea was prepared following the same procedure as for 1-ethyl-2-methyl-3-cyanoisothiourea (see EXAMPLE 250) except that cyclobutylamine was used in lieu of ethylamine. 1H NMR (CDCl3) δ 1.62-1.79 (m, 2H), 1.92-2.08 (m, 2H), 2.29-2.45 (m, 5H), 4.11 (br s, 1H), 6.74 (br s, 1H). The reactants are ClC=1C=C(C2=C(C=C(C(O2)C(F)(F)F)C(=O)OCC)C1)I (ethyl 6-chloro-8-iodo-2-(trifluoromethyl)-2H-1-benzopyran-3-carboxylate), C([O-])([O-])=O.[K+].[K+] (potassium carbonate), ClC1=CC=C(C=C1)B(O)O (4-chorophenylboronic acid), C1(=CC=CC=C1)C (toluene). The reagents and catalysts are C=1C=CC(=CC1)[P](C=2C=CC=CC2)(C=3C=CC=CC3)[Pd]([P](C=4C=CC=CC4)(C=5C=CC=CC5)C=6C=CC=CC6)([P](C=7C=CC=CC7)(C=8C=CC=CC8)C=9C=CC=CC9)[P](C=1C=CC=CC1)(C=1C=CC=CC1)C=1C=CC=CC1 (tetrakis(triphenylphosphine)palladium(0)). Solvent: C(C)(=O)OCC (ethyl acetate). The product is ClC=1C=C(C2=C(C=C(C(O2)C(F)(F)F)C(=O)OCC)C1)C1=CC=C(C=C1)Cl (ethyl 6-chloro-8-(4-chlorophenyl)-2-(trifluoromethyl)-2H-1-benzopyran-3-carboxylate). Isolated yield 62.7%. RXN SMILES: [Cl:1][C:2]1[CH:3]=[C:4](I)[C:5]2[O:10][CH:9]([C:11]([F:14])([F:13])[F:12])[C:8]([C:15]([O:17][CH2:18][CH3:19])=[O:16])=[CH:7][C:6]=2[CH:20]=1.C(=O)([O-])[O-].[K+].[K+].[Cl:28][C:29]1[CH:34]=[CH:33][C:32](B(O)O)=[CH:31][CH:30]=1.C1(C)C=CC=CC=1>C1C=CC([P]([Pd]([P](C2C=CC=CC=2)(C2C=CC=CC=2)C2C=CC=CC=2)([P](C2C=CC=CC=2)(C2C=CC=CC=2)C2C=CC=CC=2)[P](C2C=CC=CC=2)(C2C=CC=CC=2)C2C=CC=CC=2)(C2C=CC=CC=2)C2C=CC=CC=2)=CC=1.C(OCC)(=O)C>[Cl:1][C:2]1[CH:3]=[C:4]([C:32]2[CH:33]=[CH:34][C:29]([Cl:28])=[CH:30][CH:31]=2)[C:5]2[O:10][CH:9]([C:11]([F:14])([F:13])[F:12])[C:8]([C:15]([O:17][CH2:18][CH3:19])=[O:16])=[CH:7][C:6]=2[CH:20]=1 |f:1.2.3,^1:48,50,69,88|. Procedure details: Ethyl 6-chloro-8-iodo-2-(trifluoromethyl)-2H-1-benzopyran-3-carboxylate (Example 73, Step 2) (1.3 g, 3.02 mmol), potassium carbonate (1.25 g, 9.06 mmol), 4-chorophenylboronic acid (0.52 g, 3.33 mmol), and tetrakis(triphenylphosphine)palladium(0) (0.174 g, 0.151 mmol) were added to toluene (30 mL) and the resulting solution was heated to reflux for 18 hours. After cooling to room temperature the reaction mixture was poured into ethyl acetate (50 mL). It was washed with 1 N HCl (2×25 mL), saturate... Reactants: Cl.FC(CN=C(NC=1SC=C(N1)CCl)N)(F)F (2-[2,2,2-trifluoroethyl]guanidino-4-chloromethylthiazole hydrochloride), SCCC(=O)OC (methyl 3-mercaptopropionate), [OH-].[Na+] (sodium hydroxide). Run in O (water). Conditions: time 1 hour. The product is FC(CN=C(NC=1SC=C(N1)CSCCC(=O)OC)N)(F)F (methyl 3-[2-(2-[2,2,2-trifluoroethyl]guanidino)thiazol-4-ylmethylthio]propionate). Reaction SMILES: Cl.[F:2][C:3]([F:17])([F:16])[CH2:4][N:5]=[C:6]([NH2:15])[NH:7][C:8]1[S:9][CH:10]=[C:11]([CH2:13]Cl)[N:12]=1.[SH:18][CH2:19][CH2:20][C:21]([O:23][CH3:24])=[O:22].[OH-].[Na+]>O>[F:2][C:3]([F:17])([F:16])[CH2:4][N:5]=[C:6]([NH2:15])[NH:7][C:8]1[S:9][CH:10]=[C:11]([CH2:13][S:18][CH2:19][CH2:20][C:21]([O:23][CH3:24])=[O:22])[N:12]=1 |f:0.1,3.4|. Procedure: A mixture of 2-[2,2,2-trifluoroethyl]guanidino-4-chloromethylthiazole hydrochloride (4.6 g.) in EtoH (75 ml.) and methyl 3-mercaptopropionate (2.47 ml.) at 5° was treated dropwise with aqueous sodium hydroxide (1.8 g. in 15 ml. of water) over 10 minutes. The resulting solution was allowed to reach room temperature and was stirred for 1 hour. It was then poured into water and the precipitate filtered and crystallised from EtOH to give methyl 3-[2-(2-[2,2,2-trifluoroethyl]guanidino)thiazol-4-ylmet...